This data is from the Open Reaction Database (ORD), a public repository of structured organic reaction records. The task is: describe an organic reaction: reactants, conditions, products, and yield Reactants: carboxylic acid ester, [OH-].[Na+] (sodium hydroxide), BrC1=CC=C(S1)/C=C/C(=O)OC (methyl (E)-3-(5-bromothiophen-2-yl)acrylate), B(OC1=CC=C(C=C1)C)([O-])[O-] (4-methylphenyl borate), C([O-])([O-])=O.[K+].[K+] (potassium carbonate). Reagents/catalysts: C=1C=CC(=CC1)[P](C=2C=CC=CC2)(C=3C=CC=CC3)[Pd]([P](C=4C=CC=CC4)(C=5C=CC=CC5)C=6C=CC=CC6)([P](C=7C=CC=CC7)(C=8C=CC=CC8)C=9C=CC=CC9)[P](C=1C=CC=CC1)(C=1C=CC=CC1)C=1C=CC=CC1 (tetrakistriphenylphosphinepalladium). The solvent is O1CCCC1 (tetrahydrofuran), C=1(C(=CC=CC1)CCO)C.O (toluene-ethanol water), O (water). Reaction conditions: time 5 day. Yields the product CC1=CC=C(C=C1)C1=CC=C(S1)/C=C/C(=O)O ((E)-3-[5-(4-methylphenyl)-thiophen-2-yl]acrylic acid). Isolated yield 48.0%. Reaction SMILES: Br[C:2]1[S:6][C:5](/[CH:7]=[CH:8]/[C:9]([O:11]C)=[O:10])=[CH:4][CH:3]=1.B([O-])([O-])O[C:15]1[CH:20]=[CH:19][C:18]([CH3:21])=[CH:17][CH:16]=1.C(=O)([O-])[O-].[K+].[K+].[OH-].[Na+]>C1(C)C(CCO)=CC=CC=1.O.O1CCCC1.C1C=CC([P]([Pd]([P](C2C=CC=CC=2)(C2C=CC=CC=2)C2C=CC=CC=2)([P](C2C=CC=CC=2)(C2C=CC=CC=2)C2C=CC=CC=2)[P](C2C=CC=CC=2)(C2C=CC=CC=2)C2C=CC=CC=2)(C2C=CC=CC=2)C2C=CC=CC=2)=CC=1.O>[CH3:21][C:18]1[CH:19]=[CH:20][C:15]([C:2]2[S:6][C:5](/[CH:7]=[CH:8]/[C:9]([OH:11])=[O:10])=[CH:4][CH:3]=2)=[CH:16][CH:17]=1 |f:2.3.4,5.6,7.8,^1:51,53,72,91|. Procedure details: Under argon atmosphere, a solution of methyl (E)-3-(5-bromothiophen-2-yl)acrylate (4.0 g), 4-methylphenyl borate (2.64 g) and potassium carbonate (4.48 g) in toluene-ethanol-water (160-16-16 ml) was stirred at room temperature for 1 hour. To the reaction mixture was added tetrakistriphenylphosphinepalladium (0.56 g), and the mixture was refluxed for 16 hours and cooled to room temperature. The organic layer was washed with saturated sodium chloride solution, dried with magnesium sulfate and conc... Reactants: C1CNCCN1, CCOC(C)=O, CC(C)(C)[O-], Cc1ccccc1, Fc1cccc(Br)c1, [Na+], O=C(C=Cc1ccccc1)C=Cc1ccccc1, O=C(C=Cc1ccccc1)C=Cc1ccccc1, O=C(C=Cc1ccccc1)C=Cc1ccccc1, [Pd], [Pd], c1ccc(P(c2ccccc2)c2ccc3ccccc3c2-c2c(P(c3ccccc3)c3ccccc3)ccc3ccccc23)cc1. Yields the product Fc1cccc(N2CCNCC2)c1. RXN SMILES: [CH2:9]1[CH2:10][NH:11][CH2:12][CH2:13][NH:14]1.[CH3:130][CH2:131][O:132][C:133](=[O:134])[CH3:135].[CH3:15][C:16]([CH3:17])([O-:18])[CH3:19].[CH3:67][c:68]1[cH:69][cH:70][cH:71][cH:72][cH:73]1.[F:1][c:2]1[cH:3][c:4]([Br:8])[cH:5][cH:6][cH:7]1.[Na+:20].[O:112]=[C:113]([CH:114]=[CH:115][c:116]1[cH:117][cH:118][cH:119][cH:120][cH:121]1)[CH:122]=[CH:123][c:124]1[cH:125][cH:126][cH:127][cH:128][cH:129]1.[O:76]=[C:77]([CH:78]=[CH:79][c:80]1[cH:81][cH:82][cH:83][cH:84][cH:85]1)[CH:86]=[CH:87][c:88]1[cH:89][cH:90][cH:91][cH:92][cH:93]1.[O:94]=[C:95]([CH:96]=[CH:97][c:98]1[cH:99][cH:100][cH:101][cH:102][cH:103]1)[CH:104]=[CH:105][c:106]1[cH:107][cH:108][cH:109][cH:110][cH:111]1.[Pd:74].[Pd:75].[cH:21]1[cH:22][cH:23][c:24]([P:25]([c:26]2[cH:27][cH:28][c:29]3[c:30]([cH:31][cH:32][cH:33][cH:34]3)[c:35]2-[c:36]2[c:37]3[c:38]([cH:39][cH:40][cH:41][cH:42]3)[cH:43][cH:44][c:45]2[P:46]([c:47]2[cH:48][cH:49][cH:50][cH:51][cH:52]2)[c:53]2[cH:54][cH:55][cH:56][cH:57][cH:58]2)[c:59]2[cH:60][cH:61][cH:62][cH:63][cH:64]2)[cH:65][cH:66]1>>[F:1][c:2]1[cH:3][c:4]([N:11]2[CH2:10][CH2:9][NH:14][CH2:13][CH2:12]2)[cH:5][cH:6][cH:7]1. RXN SMILES: [BH3:28].[CH3:29][c:30]1[cH:31][cH:32][cH:33][cH:34][cH:35]1.[O:23]1[CH2:24][CH2:25][CH2:26][CH2:27]1.[c:1]1([PH:11]([c:12]2[cH:13][cH:14][cH:15][c:16]3[cH:17][cH:18][cH:19][cH:20][c:21]23)=[O:22])[cH:2][cH:3][cH:4][c:5]2[cH:6][cH:7][cH:8][cH:9][c:10]12>>[BH3:28].[c:1]1([PH:11][c:12]2[cH:13][cH:14][cH:15][c:16]3[cH:17][cH:18][cH:19][cH:20][c:21]23)[cH:2][cH:3][cH:4][c:5]2[cH:6][cH:7][cH:8][cH:9][c:10]12. Reactants: B, Cc1ccccc1, C1CCOC1, O=[PH](c1cccc2ccccc12)c1cccc2ccccc12. Product: B, c1ccc2c(Pc3cccc4ccccc34)cccc2c1.